This data is from the Open Reaction Database (ORD), a public repository of structured organic reaction records. The task is: describe an organic reaction: reactants, conditions, products, and yield Starting materials: BrC=1C=C(C=CC1)CCCNC(OC(C)(C)C)=O (tert-butyl 3-(3-bromophenyl)propylcarbamate), C1(CC1)C#C (cyclopropyl acetylene), C1(=C(C=CC=C1)P(C1=C(C=CC=C1)C)C1=C(C=CC=C1)C)C (tri-o-tolylphosphine). Reagents/catalysts: Cl[Pd]([P](C1=CC=CC=C1)(C2=CC=CC=C2)C3=CC=CC=C3)([P](C4=CC=CC=C4)(C5=CC=CC=C5)C6=CC=CC=C6)Cl (PdCl2(PPh3)2), [Cu]I (CuI). The solvent is C1(=CC=CC=C1)C (toluene), C(C)(C)NC(C)C (diisopropylamine). Reaction conditions: temperature 90 celsius, time 8 hour. Yields the product C1(CC1)C#CC=1C=C(C=CC1)CCCNC(OC(C)(C)C)=O (tert-butyl 3-(3-(cyclopropylethynyl)phenyl)propylcarbamate). As a reaction SMILES: Br[C:2]1[CH:3]=[C:4]([CH2:8][CH2:9][CH2:10][NH:11][C:12](=[O:18])[O:13][C:14]([CH3:17])([CH3:16])[CH3:15])[CH:5]=[CH:6][CH:7]=1.[CH:19]1([C:22]#[CH:23])[CH2:21][CH2:20]1.C1(C)C=CC=CC=1P(C1C=CC=CC=1C)C1C=CC=CC=1C>C1(C)C=CC=CC=1.C(NC(C)C)(C)C.Cl[Pd](Cl)([P](C1C=CC=CC=1)(C1C=CC=CC=1)C1C=CC=CC=1)[P](C1C=CC=CC=1)(C1C=CC=CC=1)C1C=CC=CC=1.[Cu]I>[CH:19]1([C:22]#[C:23][C:2]2[CH:3]=[C:4]([CH2:8][CH2:9][CH2:10][NH:11][C:12](=[O:18])[O:13][C:14]([CH3:17])([CH3:16])[CH3:15])[CH:5]=[CH:6][CH:7]=2)[CH2:21][CH2:20]1 |^1:62,81|. Procedure details: To a degassed solution of tert-butyl 3-(3-bromophenyl)propylcarbamate (57) (1.0 g, 3.1 mmol) and cyclopropyl acetylene (2.9 mL, 3.4 mmol, 70% soln in toluene) in diisopropylamine (4 mL) was added PdCl2(PPh3)2 (0.120 g, 0.17 mmol), tri-o-tolylphosphine (0.048 g, 0.16 mmol) and CuI (0.026 g, 0.16 mmol). The resulting mixture was degassed and stirred under nitrogen at 90° C. for overnight. The mixture was cooled to room temperature and concentrated under reduced pressure. The residue was partitione... Reactants: C(#N)[BH3-].[Na+] (Sodium cyanoborohydride), C(=O)C1=CC(=C(C(=O)O)C=C1)O (4-formyl-2-hydroxybenzoic acid), C(O)([O-])=O.[Na+] (sodium hydrogen carbonate). The solvent is O (water). Reaction conditions: time 4 hour. Yields the product C(=O)(O)C1=C(C=C(CN)C=C1)O (4-Carboxy-3-hydroxybenzylamine). RXN SMILES: [C:1]([BH3-])#[N:2].[Na+].C([C:7]1[CH:15]=[CH:14][C:10]([C:11]([OH:13])=[O:12])=[C:9]([OH:16])[CH:8]=1)=O.C(=O)([O-])O.[Na+]>O>[C:11]([C:10]1[CH:14]=[CH:15][C:7]([CH2:1][NH2:2])=[CH:8][C:9]=1[OH:16])([OH:13])=[O:12] |f:0.1,3.4|. Procedure details: Sodium cyanoborohydride (32 mg; 0.5 mmol) was added to a mixture of PAMAM 4.0 (EDA) (69 mg; 0.01 mmol), 4-formyl-2-hydroxybenzoic acid (83 mg; 0.5 mmol), and sodium hydrogen carbonate (42 mg; 0.5 mmol) in water (4 ml). The inhomogeneous orange mixture was stirred for four hours at room temperature, during which time it became homogeneous. The orange solution was then concentrated and the residue purified by gel filtration (Sephadex LH20; water) to give PAMAM 4.0 (EDA) terminated with ca. 32 4-ca... Starting materials: CC(C)(C)OC(=O)N(N(C(=O)OC(C)(C)C)C1=NC(=NC(=C1F)N1C[C@@H]2COCCN2CC1)Cl)C(=O)OC(C)(C)C (tris(1,1-dimethylethyl)2-{2-chloro-5-fluoro-6-[(9aR)-hexahydropyrazino[2,1-c][1,4]oxazin-8(1H)-yl]-4-pyrimidinyl}-1,1,2-hydrazinetricarboxylate), Cl (HCl), O1CCOCC1 (dioxane). Run in CO (MeOH). Conditions: time 3 day. Yields the product ClC1=NC(=C(C(=N1)N1C[C@@H]2COCCN2CC1)F)NN ((9aR)-8-(2-chloro-5-fluoro-6-hydrazino-4-pyrimidinyl)octahydropyrazino[2,1-c][1,4]oxazine). Isolated yield 64.7%. RXN SMILES: CC(OC([N:8](C(OC(C)(C)C)=O)[N:9]([C:17]1[C:22]([F:23])=[C:21]([N:24]2[CH2:33][CH2:32][N:31]3[C@@H:26]([CH2:27][O:28][CH2:29][CH2:30]3)[CH2:25]2)[N:20]=[C:19]([Cl:34])[N:18]=1)C(OC(C)(C)C)=O)=O)(C)C.Cl.O1CCOCC1>CO>[Cl:34][C:19]1[N:20]=[C:21]([N:24]2[CH2:33][CH2:32][N:31]3[C@@H:26]([CH2:27][O:28][CH2:29][CH2:30]3)[CH2:25]2)[C:22]([F:23])=[C:17]([NH:9][NH2:8])[N:18]=1. Procedure details: To a solution of tris(1,1-dimethylethyl)2-{2-chloro-5-fluoro-6-[(9aR)-hexahydropyrazino[2,1-c][1,4]oxazin-8(1H)-yl]-4-pyrimidinyl}-1,1,2-hydrazinetricarboxylate (4.34 g, 7.20 mmol) in MeOH (18 mL) was added 4 N HCl in dioxane (18 mL, 72 mmol). The solution was stirred for 3 days, and then concentrated in vacuo. The residue was dissolved in water (50 mL) and the solution was adjusted to pH 10 with 20% aq. K2CO3. The mixture was extracted with DCM (2×100 mL), and the combined organic phase was dri... Reactants: [N+](=O)([O-])C1=C(C(=O)O)C=C(C(=C1)F)F (2-nitro-4,5-difluorobenzoic acid), ClCl (chlorine). The product is ClC1=C(C(=O)O)C=C(C(=C1)F)F (2-chloro-4,5-difluorobenzoic acid). Reaction SMILES: [N+]([C:4]1[CH:12]=[C:11]([F:13])[C:10]([F:14])=[CH:9][C:5]=1[C:6]([OH:8])=[O:7])([O-])=O.[Cl:15]Cl>>[Cl:15][C:4]1[CH:12]=[C:11]([F:13])[C:10]([F:14])=[CH:9][C:5]=1[C:6]([OH:8])=[O:7]. Procedure: 2-chloro-4,5-difluorobenzoic acid may be prepared by decarboxylating 4,5-difluorophthalic anhydride or 4,5-difluorophthalic acid to form 3,4-difluorobenzoic acid in N-methyl-2-pyrrolidone, quinoline, or dimethyl acetamide optionally using copper, copper oxide, copper salts, or halides and salts of Zn, Cd, Ag and Ni as a catalyst, treating said 3,4-difluorobenzoic acid with a mixture of nitric and sulfuric acids, to produce 2-nitro-4,5-difluorobenzoic acid, and treating said 2-nitro-4,5-difluorob... The reactants are C([O-])([O-])=O.[K+].[K+] (Potassium carbonate), BrCCC (1-bromopropane), OC=1C=C(C=CC1)C1=CC=C(C=C1)CNC(OC(C)(C)C)=O (tert-butyl N-(3′-hydroxybiphenyl-4-ylmethyl)carbamate), C([O-])([O-])=O.[K+].[K+] (potassium carbonate), BrCCC (1-bromopropane). Run in CN(C=O)C (N,N-dimethylformamide). Reaction conditions: time 9.5 hour. Product: C(CC)OC=1C=C(C=CC1)C1=CC=C(C=C1)CNC(OC(C)(C)C)=O (tert-Butyl N-(3′-propoxybiphenyl-4-ylmethyl)carbamate). Reaction SMILES: [OH:1][C:2]1[CH:3]=[C:4]([C:8]2[CH:13]=[CH:12][C:11]([CH2:14][NH:15][C:16](=[O:22])[O:17][C:18]([CH3:21])([CH3:20])[CH3:19])=[CH:10][CH:9]=2)[CH:5]=[CH:6][CH:7]=1.C(=O)([O-])[O-].[K+].[K+].Br[CH2:30][CH2:31][CH3:32]>CN(C)C=O>[CH2:30]([O:1][C:2]1[CH:3]=[C:4]([C:8]2[CH:13]=[CH:12][C:11]([CH2:14][NH:15][C:16](=[O:22])[O:17][C:18]([CH3:19])([CH3:21])[CH3:20])=[CH:10][CH:9]=2)[CH:5]=[CH:6][CH:7]=1)[CH2:31][CH3:32] |f:1.2.3|. Procedure details: To a solution of tert-butyl N-(3′-hydroxybiphenyl-4-ylmethyl)carbamate (0.300 g) in N,N-dimethylformamide (2.5 mL) was added potassium carbonate (0.194 g). Then 1-bromopropane (0.119 mL) was added, and the resulting mixture was stirred at room temperature for 9.5 hours. Potassium carbonate (0.180 g) and 1-bromopropane (0.110 mL) were added, and stirring was continued at room temperature for additional 14 hours. The reaction mixture was partitioned between diethyl ether (30 mL) and water (10 mL).... Reactants: O=C(c1ccccc1F)c1cc(Cl)c(Cl)cc1Cl, ClCCl, Oc1ccccc1F, O=[N+]([O-])c1ccccc1C(O)=[Se], OO. Yields the product O=C(O)c1cc(Cl)c(Cl)cc1Cl. As a reaction SMILES: [Cl:1][c:2]1[c:3]([C:4](=[O:5])[c:6]2[cH:7][cH:8][cH:9][cH:10][c:11]2[F:12])[cH:13][c:14]([Cl:18])[c:15]([Cl:17])[cH:16]1.[Cl:41][CH2:42][Cl:43].[F:33][c:34]1[cH:35][cH:36][cH:37][cH:38][c:39]1[OH:40].[N+:21](=[O:22])([c:23]1[cH:24][cH:25][cH:26][cH:27][c:28]1[C:29](=[Se:30])[OH:31])[O-:32].[OH:19][OH:20]>>[Cl:1][c:2]1[c:3]([C:4]([OH:5])=[O:22])[cH:13][c:14]([Cl:18])[c:15]([Cl:17])[cH:16]1. Starting materials: C(C1=CC=CC=C1)OC=1C=C(C=CC1OC)C1CC(N(C1)C=1C=C(C(=O)N)C=CC1)=O (3-[4-(3-benzyloxy-4-methoxyphenyl)-2-oxo-pyrrolidin-1-yl]benzamide). The reagents and catalysts are [Pd] (Pd/C). Reaction conditions: time 8 hour. Yields the product OC=1C=C(C=CC1OC)C1CC(N(C1)C=1C=C(C(=O)N)C=CC1)=O (3-[4-(3-hydroxy-4-methoxyphenyl)-2-oxo-pyrrolidin-1-yl]benzamide). Solvent: CCO (EtOH). RXN SMILES: C([O:8][C:9]1[CH:10]=[C:11]([CH:17]2[CH2:21][N:20]([C:22]3[CH:23]=[C:24]([CH:28]=[CH:29][CH:30]=3)[C:25]([NH2:27])=[O:26])[C:19](=[O:31])[CH2:18]2)[CH:12]=[CH:13][C:14]=1[O:15][CH3:16])C1C=CC=CC=1>CCO.[Pd]>[OH:8][C:9]1[CH:10]=[C:11]([CH:17]2[CH2:21][N:20]([C:22]3[CH:23]=[C:24]([CH:28]=[CH:29][CH:30]=3)[C:25]([NH2:27])=[O:26])[C:19](=[O:31])[CH2:18]2)[CH:12]=[CH:13][C:14]=1[O:15][CH3:16]. Reported procedure: To a solution of 29 (0.9 g, 2.26 mmol) in EtOH (15 mL) was added 10% Pd/C. The solution was then placed under vacuum and recharged with H2. The reaction mixture was stirred under H2 overnight. After filtration and removal of solvent, the residue was placed under vacuum for 10 h to give 30. Etherification of 30 was performed as set forth in Example 27.